From a dataset of the Open Reaction Database (ORD), a public repository of structured organic reaction records. describe an organic reaction: reactants, conditions, products, and yield The reactants are O=C([O-])CCCBr, CC(=O)OCCBr, [H-], [Na+], COCN(c1[nH]nc(OC)c1-c1ccc2c(c1)OCO2)S(=O)(=O)CCc1ccccc1, C1CCOC1. Product: COCN(c1nn(CCOC(C)=O)c(OC)c1-c1ccc2c(c1)OCO2)S(=O)(=O)CCc1ccccc1. As a reaction SMILES: [Br:41][CH2:42][CH2:43][CH2:44][C:45]([O-:46])=[O:47].[C:34]([CH3:35])(=[O:36])[O:37][CH2:38][CH2:39][Br:40].[H-:1].[Na+:2].[O:3]1[CH2:4][O:5][c:6]2[c:7]1[cH:8][cH:9][c:10](-[c:12]1[c:13]([O:32][CH3:33])[n:14][nH:15][c:16]1[N:17]([S:18](=[O:19])(=[O:20])[CH2:21][CH2:22][c:23]1[cH:24][cH:25][cH:26][cH:27][cH:28]1)[CH2:29][O:30][CH3:31])[cH:11]2.[O:48]1[CH2:49][CH2:50][CH2:51][CH2:52]1>>[O:3]1[CH2:4][O:5][c:6]2[c:7]1[cH:8][cH:9][c:10](-[c:12]1[c:13]([O:32][CH3:33])[n:14]([CH2:39][CH2:38][O:37][C:34]([CH3:35])=[O:36])[n:15][c:16]1[N:17]([S:18](=[O:19])(=[O:20])[CH2:21][CH2:22][c:23]1[cH:24][cH:25][cH:26][cH:27][cH:28]1)[CH2:29][O:30][CH3:31])[cH:11]2. The reactants are C=CCN, CCO, CCOC(=O)C1Cc2cc(-c3ccccc3)ccc2O1. Product: C=CCNC(=O)C1Cc2cc(-c3ccccc3)ccc2O1. Reaction SMILES: [CH2:21]([CH:22]=[CH2:23])[NH2:24].[CH3:25][CH2:26][OH:27].[c:1]1(-[c:7]2[cH:8][cH:9][c:10]3[c:11]([cH:20]2)[CH2:12][CH:13]([C:15]([O:17][CH2:16][CH3:18])=[O:19])[O:14]3)[cH:2][cH:3][cH:4][cH:5][cH:6]1>>[c:1]1(-[c:7]2[cH:8][cH:9][c:10]3[c:11]([cH:20]2)[CH2:12][CH:13]([C:15](=[O:17])[NH:24][CH2:21][CH:22]=[CH2:23])[O:14]3)[cH:2][cH:3][cH:4][cH:5][cH:6]1.